Dataset: the Open Reaction Database (ORD), a public repository of structured organic reaction records. Task: describe an organic reaction: reactants, conditions, products, and yield The reactants are FC(F)(F)C1(c2cc(Cl)cc(Cl)c2)C=NC(c2ccc(Br)cc2)C1, CC(C)(C)[O-], [K+], C1CCOC1, O. Product: FC(F)(F)C1(c2cc(Cl)cc(Cl)c2)CN=C(c2ccc(Br)cc2)C1. As a reaction SMILES: [Br:1][c:2]1[cH:3][cH:4][c:5]([CH:8]2[CH2:9][C:10]([C:13]([F:14])([F:15])[F:16])([c:17]3[cH:18][c:19]([Cl:24])[cH:20][c:21]([Cl:23])[cH:22]3)[CH:11]=[N:12]2)[cH:6][cH:7]1.[CH3:25][C:26]([CH3:27])([O-:28])[CH3:29].[K+:30].[O:32]1[CH2:33][CH2:34][CH2:35][CH2:36]1.[OH2:31]>>[Br:1][c:2]1[cH:3][cH:4][c:5]([C:8]2=[N:12][CH2:11][C:10]([C:13]([F:14])([F:15])[F:16])([c:17]3[cH:18][c:19]([Cl:24])[cH:20][c:21]([Cl:23])[cH:22]3)[CH2:9]2)[cH:6][cH:7]1. Isolated yield 61.1%. Reaction conditions: temperature -10 celsius. Procedure: Methyl salicylate (2.7 ml, 21.187 mmol) was dissolved in acetonitrile, and potassium carbonate (5.856 g, 42.373 mmol) was added. The mixture was cooled to −10° C. then tert-butyl (4-{2-[(methylsulfonyl)oxy]ethyl}phenoxy)acetate was added. The mixture was boiled under reflux for 16 hours, and then the solvent was evaporated under reduced pressure. The residue was dissolved in EtOAc, washed with water and brine, then the organic layer was dried with MgSO4 and the solvent was removed by evaporation... RXN SMILES: [C:1]([O:10][CH3:11])(=[O:9])[C:2]1[C:3](=[CH:5][CH:6]=[CH:7][CH:8]=1)[OH:4].C(=O)([O-])[O-].[K+].[K+].CS(O[CH2:23][CH2:24][C:25]1[CH:39]=[CH:38][C:28]([O:29][CH2:30][C:31]([O:33][C:34]([CH3:37])([CH3:36])[CH3:35])=[O:32])=[CH:27][CH:26]=1)(=O)=O>C(#N)C>[C:34]([O:33][C:31](=[O:32])[CH2:30][O:29][C:28]1[CH:38]=[CH:39][C:25]([CH2:24][CH2:23][O:4][C:3]2[CH:5]=[CH:6][CH:7]=[CH:8][C:2]=2[C:1]([O:10][CH3:11])=[O:9])=[CH:26][CH:27]=1)([CH3:37])([CH3:36])[CH3:35] |f:1.2.3|. The solvent is C(C)#N (acetonitrile). Reactants: C([O-])([O-])=O.[K+].[K+] (potassium carbonate), C(C=1C(O)=CC=CC1)(=O)OC (Methyl salicylate), CS(=O)(=O)OCCC1=CC=C(OCC(=O)OC(C)(C)C)C=C1 (tert-butyl (4-{2-[(methylsulfonyl)oxy]ethyl}phenoxy)acetate). Yields the product C(C)(C)(C)OC(COC1=CC=C(C=C1)CCOC1=C(C(=O)OC)C=CC=C1)=O (Methyl 2-{2-[4-(2-tert-butoxy-2-oxoethoxy)phenyl]ethoxy}benzoate). Starting materials: COC(CC1=C(C=C(C=C1)Cl)F)=O ((4-chloro-2-fluoro-phenyl)-acetic Acid Methyl Ester), C1(CCCCC1)P(C1=C(C=CC=C1)C1=C(C=CC=C1OC)OC)C1CCCCC1 (2-dicyclohexylphosphino-2′,6′-dimethoxy-1,1′-biphenyl), P(=O)([O-])([O-])[O-].[K+].[K+].[K+] (potassium phosphate), C(C)C(CC)(C1=CC(=C(C=C1)B1OC(C(O1)(C)C)(C)C)C)C1=CC(=C(C=C1)/C=C/C1(CCCC1)O)C (1-[(E)-2-(4-{1-ethyl-1-[3-methyl-4-(4,4,5,5-tetramethyl-[1,3,2]dioxaborolan-2-yl)-phenyl]-propyl}-2-methyl-phenyl)-vinyl]-cyclopentanol), C([O-])(O)=O.[Na+] (sodium bicarbonate). Reagents/catalysts: C(C)(=O)[O-].[Pd+2].C(C)(=O)[O-] (palladium acetate). Solvent: O (water), C1(=CC=CC=C1)C (toluene). Conditions: temperature 100 celsius, time 2 hour. The product is COC(CC1=C(C=C(C=C1)C1=C(C=C(C=C1)C(CC)(C1=CC(=C(C=C1)\C=C\C1(CCCC1)O)C)CC)C)F)=O ([4′-(1-ethyl-1-{4-[(E)-2-(1-hydroxy-cyclopentyl)-vinyl]-3-methyl-phenyl}-propyl)-3-fluoro-2′-methyl-biphenyl-4-yl]-acetic Acid Methyl Ester). Isolated yield 29.7%. RXN SMILES: [CH3:1][O:2][C:3](=[O:13])[CH2:4][C:5]1[CH:10]=[CH:9][C:8](Cl)=[CH:7][C:6]=1[F:12].C1(P(C2CCCCC2)C2C=CC=CC=2C2C(OC)=CC=CC=2OC)CCCCC1.P([O-])([O-])([O-])=O.[K+].[K+].[K+].[CH2:51]([C:53]([C:72]1[CH:77]=[CH:76][C:75](/[CH:78]=[CH:79]/[C:80]2([OH:85])[CH2:84][CH2:83][CH2:82][CH2:81]2)=[C:74]([CH3:86])[CH:73]=1)([C:56]1[CH:61]=[CH:60][C:59](B2OC(C)(C)C(C)(C)O2)=[C:58]([CH3:71])[CH:57]=1)[CH2:54][CH3:55])[CH3:52].C(=O)(O)[O-].[Na+]>C([O-])(=O)C.[Pd+2].C([O-])(=O)C.O.C1(C)C=CC=CC=1>[CH3:1][O:2][C:3](=[O:13])[CH2:4][C:5]1[CH:10]=[CH:9][C:8]([C:59]2[CH:60]=[CH:61][C:56]([C:53]([CH2:54][CH3:55])([C:72]3[CH:77]=[CH:76][C:75](/[CH:78]=[CH:79]/[C:80]4([OH:85])[CH2:81][CH2:82][CH2:83][CH2:84]4)=[C:74]([CH3:86])[CH:73]=3)[CH2:51][CH3:52])=[CH:57][C:58]=2[CH3:71])=[CH:7][C:6]=1[F:12] |f:2.3.4.5,7.8,9.10.11|. Procedure details: (4-Chloro-2-fluoro-phenyl)acetic acid methyl ester (Example 40; 47 mg, 0.230 mmol), toluene (2.5 mL), palladium acetate (3.4 mg, 0.015 mmol), 2-dicyclohexylphosphino-2′,6′-dimethoxy-1,1′-biphenyl (12.6 mg, 0.031 mmol), potassium phosphate (97 mg, 0.459 mmol) and water (0.250 mL) were added to 1-[(E)-2-(4-{1-ethyl-1-[3-methyl-4-(4,4,5,5-tetramethyl-[1,3,2]dioxaborolan-2-yl)-phenyl]-propyl}-2-methyl-phenyl)-vinyl]-cyclopentanol (Example 33-(3); 75 mg, 0.153 mmol), and the mixture was stirred in a ... The reactants are COC=1C=C(C(=O)N2CC(CC2)(CCS(=O)(=O)C)C2=CC=CC=C2)C=C(C1OC)OC (1-(3,4,5-trimethoxy-benzoyl)-3-phenyl-3-(2-methanesulfonyl-ethyl)-pyrrolidine), FC1=CC=C(CN2C(=NC3=C2C=CC=C3)C(=O)C3CCNCC3)C=C1 (4-[1-(4-fluoro-benzyl)-1 H-benzoimidazole-2-carbonyl]-piperidine), C(C)(C)N(CC)C(C)C (diisopropylethylamine), C(C)(=O)OCC.CO (ethyl acetate methanol). The solvent is ClC1=CC=CC=C1 (chlorobenzene). Conditions: time 18 hour. Product: COC=1C=C(C(=O)N2CC(CC2)(C2=CC=CC=C2)CCN2CCC(CC2)C(=O)C2=NC3=C(N2CC2=CC=C(C=C2)F)C=CC=C3)C=C(C1OC)OC (1-(3,4,5-Trimethoxy-benzoyl)-3-[2-[4-[1-(4-fluoro-benzyl)-1 H-benzoimidazole-2-carbonyl]-piperidin-1-yl]-ethyl]-3-phenyl-pyrrolidine). RXN SMILES: [CH3:1][O:2][C:3]1[CH:4]=[C:5]([CH:25]=[C:26]([O:30][CH3:31])[C:27]=1[O:28][CH3:29])[C:6]([N:8]1[CH2:12][CH2:11][C:10]([C:19]2[CH:24]=[CH:23][CH:22]=[CH:21][CH:20]=2)([CH2:13][CH2:14]S(C)(=O)=O)[CH2:9]1)=[O:7].[F:32][C:33]1[CH:56]=[CH:55][C:36]([CH2:37][N:38]2[C:42]3[CH:43]=[CH:44][CH:45]=[CH:46][C:41]=3[N:40]=[C:39]2[C:47]([CH:49]2[CH2:54][CH2:53][NH:52][CH2:51][CH2:50]2)=[O:48])=[CH:35][CH:34]=1.C(N(C(C)C)CC)(C)C.C(OCC)(=O)C.CO>ClC1C=CC=CC=1>[CH3:1][O:2][C:3]1[CH:4]=[C:5]([CH:25]=[C:26]([O:30][CH3:31])[C:27]=1[O:28][CH3:29])[C:6]([N:8]1[CH2:12][CH2:11][C:10]([CH2:13][CH2:14][N:52]2[CH2:53][CH2:54][CH:49]([C:47]([C:39]3[N:38]([CH2:37][C:36]4[CH:35]=[CH:34][C:33]([F:32])=[CH:56][CH:55]=4)[C:42]4[CH:43]=[CH:44][CH:45]=[CH:46][C:41]=4[N:40]=3)=[O:48])[CH2:50][CH2:51]2)([C:19]2[CH:24]=[CH:23][CH:22]=[CH:21][CH:20]=2)[CH2:9]1)=[O:7] |f:3.4|. Procedure: Combine 1-(3,4,5-trimethoxy-benzoyl)-3-phenyl-3-(2-methanesulfonyl-ethyl)-pyrrolidine (0.60 g, 1.30 mmol) and 4-[1-(4-fluoro-benzyl)-1 H-benzoimidazole-2-carbonyl]-piperidine (0.66 g, 1.95 mmol), and diisopropylethylamine (0.453 mL, 2.60 mmol) in chlorobenzene (8 mL). Heat to reflux. After 18 hours, partition the residue between ethyl acetate and water. Extract the organic layer 3 times with water and 1 time with saturated sodium chloride solution. Dry the organic layer over Na2So4, filter, and ... Starting materials: CC1=C(C=2N(C=CC2S1)CC1=CC=C(C=C1)C(F)(F)F)C(=O)O (2-methyl-4-(4-trifluoromethyl-benzyl)-4H-thieno[3,2-b]pyrrole-3-carboxylic acid), COC(C1=CC=C(C=C1)[C@H](C)N)=O ((S)-4-(1-amino-ethyl)-benzoic acid methyl ester), HOBT hydrate, Cl.C(C)N=C=NCCCN(C)C (ethyl-dimethylaminopropyl-carbodiimide hydrochloride), CN1CCOCC1 (N-methylmorpholine), [Li+].[OH-] (LiOH). Solvent: C1CCOC1 (THF), CN(C)C=O (DMF), O (water), CO (MeOH). Conditions: time 18 hour. Product: FC(C1=CC=C(CN2C3=C(C=C2)SC=C3C(=O)N[C@@H](C)C3=CC=C(C(=O)O)C=C3)C=C1)(F)F ((S)-4-(1-{[4-(4-Trifluoromethyl-benzyl)-4H-thieno[3,2-b]pyrrole-3-carbonyl]-amino}-ethyl)-benzoic acid). Isolated yield 73.8%. Reaction SMILES: C[C:2]1[S:9][C:8]2[CH:7]=[CH:6][N:5]([CH2:10][C:11]3[CH:16]=[CH:15][C:14]([C:17]([F:20])([F:19])[F:18])=[CH:13][CH:12]=3)[C:4]=2[C:3]=1[C:21](O)=[O:22].C[O:25][C:26](=[O:36])[C:27]1[CH:32]=[CH:31][C:30]([C@@H:33]([NH2:35])[CH3:34])=[CH:29][CH:28]=1.Cl.C(N=C=NCCCN(C)C)C.CN1CCOCC1.[Li+].[OH-]>CN(C=O)C.C1COCC1.O.CO>[F:20][C:17]([F:18])([F:19])[C:14]1[CH:15]=[CH:16][C:11]([CH2:10][N:5]2[CH:6]=[CH:7][C:8]3[S:9][CH:2]=[C:3]([C:21]([NH:35][C@H:33]([C:30]4[CH:31]=[CH:32][C:27]([C:26]([OH:25])=[O:36])=[CH:28][CH:29]=4)[CH3:34])=[O:22])[C:4]2=3)=[CH:12][CH:13]=1 |f:2.3,5.6|. Procedure: A mixture of 0.107 g of 2-methyl-4-(4-trifluoromethyl-benzyl)-4H-thieno[3,2-b]pyrrole-3-carboxylic acid, 0.150 g of (S)-4-(1-amino-ethyl)-benzoic acid methyl ester, 0.100 g of HOBT-hydrate, 0.133 g of ethyl-dimethylaminopropyl-carbodiimide hydrochloride (EDCI) and 0.150 ml of N-methylmorpholine in 4 ml of DMF was stirred at room temperature for 18 h. The reaction was then quenched with 2 ml of water and 5 ml of sat. NaHCO3 solution. The resulting mixture extracted with 20 ml of EtOAc. The organi... Reactants: ClC=1C=CC=2N(C1)C(=C(N2)C2=CC=C(C=C2)F)CNC2=NC=CC(=N2)O[C@H]2CN(CC2)C ((R)—N-((6-chloro-2-(4-fluorophenyl)imidazo[1,2-a]pyridin-3-yl)methyl)-4-(1-methylpyrrolidin-3-yloxy)pyrimidin-2-amine), ClC1=NC(=NC=C1)NCC1=C(N=C2N1C=C(C=C2)Cl)C2=CC=C(C=C2)F (4-chloro-N-((6-chloro-2-(4-fluorophenyl)imidazo[1,2-a]pyridin-3-yl)methyl)pyrimidin-2-amine), CN1C[C@H](CC1)O ((S)-1-methylpyrrolidin-3-ol). Yields the product ClC=1C=CC=2N(C1)C(=C(N2)C2=CC=C(C=C2)F)CNC2=NC=CC(=N2)O[C@@H]2CN(CC2)C ((S)—N-((6-chloro-2-(4-fluorophenyl)imidazo[1,2-a]pyridin-3-yl)methyl)-4-(1-methylpyrrolidin-3-yloxy)pyrimidin-2-amine). As a reaction SMILES: [Cl:1][C:2]1[CH:3]=[CH:4][C:5]2[N:6]([C:8]([CH2:18][NH:19][C:20]3[N:25]=[C:24]([O:26][C@@H:27]4[CH2:31][CH2:30][N:29]([CH3:32])[CH2:28]4)[CH:23]=[CH:22][N:21]=3)=[C:9]([C:11]3[CH:16]=[CH:15][C:14]([F:17])=[CH:13][CH:12]=3)[N:10]=2)[CH:7]=1.ClC1C=CN=C(NCC2N3C=C(Cl)C=CC3=NC=2C2C=CC(F)=CC=2)N=1.CN1CC[C@H](O)C1>>[Cl:1][C:2]1[CH:3]=[CH:4][C:5]2[N:6]([C:8]([CH2:18][NH:19][C:20]3[N:25]=[C:24]([O:26][C@H:27]4[CH2:31][CH2:30][N:29]([CH3:32])[CH2:28]4)[CH:23]=[CH:22][N:21]=3)=[C:9]([C:11]3[CH:12]=[CH:13][C:14]([F:17])=[CH:15][CH:16]=3)[N:10]=2)[CH:7]=1. Procedure: The title compound was prepared in the same fashion as that described for compound 183 from 4-chloro-N-((6-chloro-2-(4-fluorophenyl)imidazo[1,2-a]pyridin-3-yl)methyl)pyrimidin-2-amine and (S)-1-methylpyrrolidin-3-ol. 1H-NMR (CDCl3, 400 MHz, δ) 8.20 (s, 1H), 7.65 (m, 1H), 7.50 (d, J=9.5 Hz, 1H), 9.10 (m, 3H), 5.93 (s, 1H), 5.34 (s, 1H), 4.93 (d, J=4.9 Hz, 2H), 2.75 (m, 4H), 2.33 (s, 3H), 2.25 (m, 2H), 1.95 (m, 1H) ppm; m/e 453 (M+H)+.